From a dataset of the Open Reaction Database (ORD), a public repository of structured organic reaction records. describe an organic reaction: reactants, conditions, products, and yield Reactants: [OH-].[K+] (potassium hydroxide), C(C)N1C(=NC(=C1)C1=CC=C(C=C1)O)S (4-(1-ethyl-2-mercapto-1H-imidazol-4-yl)phenol), S(=O)(=O)(OC)OC (dimethyl sulfate). The solvent is CO (methanol). The product is C(C)N1C(=NC(=C1)C1=CC=C(C=C1)O)SC (4-[1-ethyl-2-(methylthio)-1H-imidazol-4-yl]phenol). Yield: 60.0%. Reaction SMILES: [OH-].[K+].[CH2:3]([N:5]1[CH:9]=[C:8]([C:10]2[CH:15]=[CH:14][C:13]([OH:16])=[CH:12][CH:11]=2)[N:7]=[C:6]1[SH:17])[CH3:4].S(OC)(O[CH3:22])(=O)=O>CO>[CH2:3]([N:5]1[CH:9]=[C:8]([C:10]2[CH:15]=[CH:14][C:13]([OH:16])=[CH:12][CH:11]=2)[N:7]=[C:6]1[S:17][CH3:22])[CH3:4] |f:0.1|. Procedure details: To a stirred solution of 3.25 parts of potassium hydroxide solution 86% in 80 parts of methanol are added 11 parts of 4-(1-ethyl-2-mercapto-1H-imidazol-4-yl)phenol and stirring is continued till all solid enters solution. Then there are added 6.9 parts of dimethyl sulfate and the whole is stirred overnight at room temperature. The precipitate is filtered off and the filtrate is evaporated. The solid residue is stirred with water. The product is filtered off and crystallized from 4-methyl-2-penta... The reactants are CC(=NS(=O)C(C)(C)C)c1ccc(F)cc1Br, C1CCOC1, C[Si](C)(C)C(F)(F)F. Product: CC(C)(C)S(=O)NC(c1ccc(F)cc1Br)C(F)(F)F. Reaction SMILES: [Br:1][c:2]1[c:3]([C:9]([CH3:10])=[N:11][S:12](=[O:13])[C:14]([CH3:15])([CH3:16])[CH3:17])[cH:4][cH:5][c:6]([F:8])[cH:7]1.[CH2:26]1[O:27][CH2:28][CH2:29][CH2:30]1.[F:18][C:19]([F:20])([F:21])[Si:22]([CH3:23])([CH3:24])[CH3:25]>>[Br:1][c:2]1[c:3]([CH:9]([NH:11][S:12](=[O:13])[C:14]([CH3:15])([CH3:16])[CH3:17])[C:19]([F:18])([F:20])[F:21])[cH:4][cH:5][c:6]([F:8])[cH:7]1. The reactants are CSc1ccc2c(c1)CN(C(C)=O)CC2, CC(C)c1ccccc1, ClC(Cl)Cl, Cl. Yields the product CC(=O)N1CCc2ccc(SC(Cl)(Cl)Cl)cc2C1. Reaction SMILES: [C:1]([CH3:2])(=[O:3])[N:4]1[CH2:5][c:6]2[cH:7][c:8]([S:14][CH3:15])[cH:9][cH:10][c:11]2[CH2:12][CH2:13]1.[CH3:16][CH:17]([c:18]1[cH:19][cH:20][cH:21][cH:22][cH:23]1)[CH3:24].[CH:26]([Cl:27])([Cl:28])[Cl:29].[Cl:25]>>[C:1]([CH3:2])(=[O:3])[N:4]1[CH2:5][c:6]2[cH:7][c:8]([S:14][C:26]([Cl:27])([Cl:28])[Cl:29])[cH:9][cH:10][c:11]2[CH2:12][CH2:13]1. The reactants are CN1N(C(NCC1)=S)CC1=CC=CC=C1 (tetrahydro-1-methyl-2-(phenylmethyl)-1,2,4-triazine-3(2H)-thione), CN(C=O)C (dimethyl formamide), C(C1=CC=CC=C1)Br (Benzyl bromide). Solvent: C(=O)([O-])[O-].[K+].[K+] (K2CO3), O (water), C([O-])([O-])=O.[K+].[K+] (potassium carbonate). Conditions: temperature 35 celsius, time 2 hour. Product: C(C1=CC=CC=C1)N1N(CCN=C1SCC1=CC=CC=C1)C (2-Benzyl-3-(benzylthio)-1,2,5,6-tetrahydro-1-methyl-1,2,4-triazine). As a reaction SMILES: [CH3:1][N:2]1[CH2:7][CH2:6][NH:5][C:4](=[S:8])[N:3]1[CH2:9][C:10]1[CH:15]=[CH:14][CH:13]=[CH:12][CH:11]=1.CN(C)C=O.[CH2:21](Br)[C:22]1[CH:27]=[CH:26][CH:25]=[CH:24][CH:23]=1>C([O-])([O-])=O.[K+].[K+].O>[CH2:9]([N:3]1[C:4]([S:8][CH2:21][C:22]2[CH:27]=[CH:26][CH:25]=[CH:24][CH:23]=2)=[N:5][CH2:6][CH2:7][N:2]1[CH3:1])[C:10]1[CH:15]=[CH:14][CH:13]=[CH:12][CH:11]=1 |f:3.4.5|. Procedure details: Seven grams of tetrahydro-1-methyl-2-(phenylmethyl)-1,2,4-triazine-3(2H)-thione was dissolved in 30 ml. of dimethyl formamide. Three grams of finely ground potassium carbonate (K2CO3) was added to the solution. Benzyl bromide (5.43 grams) was added in several additions at room temperature. The mixture was heated to 60°-65° C and held at that temperature for 2 hours. The mixture was chilled and diluted with additional K2CO3 (10 g.) and water (200 ml). The product was extracted with trichlorometha... Reactants: O=[N+]([O-])c1cnc2ccc(OCc3ccccc3)cc2c1NCCCCCCl, C[S-], [Na+], CN(C)C=O. Product: CSCCCCCNc1c([N+](=O)[O-])cnc2ccc(OCc3ccccc3)cc12. RXN SMILES: [CH2:4]([c:5]1[cH:6][cH:7][cH:8][cH:9][cH:10]1)[O:11][c:12]1[cH:13][c:14]2[c:15]([NH:25][CH2:26][CH2:27][CH2:28][CH2:29][CH2:30][Cl:31])[c:16]([N+:22](=[O:23])[O-:24])[cH:17][n:18][c:19]2[cH:20][cH:21]1.[CH3:1][S-:2].[Na+:3].[O:32]=[CH:33][N:34]([CH3:35])[CH3:36]>>[CH3:1][S:2][CH2:30][CH2:29][CH2:28][CH2:27][CH2:26][NH:25][c:15]1[c:14]2[cH:13][c:12]([O:11][CH2:4][c:5]3[cH:6][cH:7][cH:8][cH:9][cH:10]3)[cH:21][cH:20][c:19]2[n:18][cH:17][c:16]1[N+:22](=[O:23])[O-:24].